Dataset: the Open Reaction Database (ORD), a public repository of structured organic reaction records. Task: describe an organic reaction: reactants, conditions, products, and yield The reactants are C(C)(C)(C)OC(=O)N1CC(CCC1)C(=O)O (1-(tert-butoxycarbonyl)piperidine-3-carboxylic acid), C(=O)(C(F)(F)F)O (TFA). Run in C(Cl)Cl (CH2Cl2). Conditions: time 0.35 minute. The product is N1CC(CCC1)C(=O)O (Piperidine-3-carboxylic acid). Reaction SMILES: C(OC([N:8]1[CH2:13][CH2:12][CH2:11][CH:10]([C:14]([OH:16])=[O:15])[CH2:9]1)=O)(C)(C)C.C(O)(C(F)(F)F)=O>C(Cl)Cl>[NH:8]1[CH2:13][CH2:12][CH2:11][CH:10]([C:14]([OH:16])=[O:15])[CH2:9]1. Procedure details: To a solution of 1-(tert-butoxycarbonyl)piperidine-3-carboxylic acid (500 mg, 2.18 mmol) in CH2Cl2 (10 mL) was added TFA (5 ml). The reaction mixture was stirred for an hour. Excess TFA was removed under reduced pressure, and the piperidine-3-carboxylic acid was used without neutralization for the next step. LC/MS: m/z 1303 (M+H)+ at 0.35 min (10%-99% CH3CN (0.035% TFA)/H2O (0.05% TFA)).